This data is from the Open Reaction Database (ORD), a public repository of structured organic reaction records. The task is: describe an organic reaction: reactants, conditions, products, and yield Reactants: FC(F)(F)I (trifluoromethyliodide), C(=O)([O-])[O-].[Cs+].[Cs+] (Cs2CO3), OC=1C=CC(=NC1)OC=1C=C(C=C2CCN(CC2)C(=O)OC(C)(C)C)C=CC1 (tert-butyl 4-(3-(5-hydroxypyridin-2-yloxy)benzylidene)piperidine-1-carboxylate). Solvent: O (water), CN(C)C=O (DMF). Reaction conditions: temperature 80 celsius, time 8 hour. Yields the product FC(COC=1C=CC(=NC1)OC=1C=C(C=C2CCN(CC2)C(=O)OC(C)(C)C)C=CC1)(F)F (tert-Butyl 4-(3-(5-(2,2,2-trifluoroethoxy)pyridin-2-yloxy)benzylidene)piperidine-1-carboxylate). Isolated yield 37.1%. Reaction SMILES: [OH:1][C:2]1[CH:3]=[CH:4][C:5]([O:8][C:9]2[CH:10]=[C:11]([CH:26]=[CH:27][CH:28]=2)[CH:12]=[C:13]2[CH2:18][CH2:17][N:16]([C:19]([O:21][C:22]([CH3:25])([CH3:24])[CH3:23])=[O:20])[CH2:15][CH2:14]2)=[N:6][CH:7]=1.[F:29][C:30](I)([F:32])[F:31].[C:34]([O-])([O-])=O.[Cs+].[Cs+]>CN(C=O)C.O>[F:29][C:30]([F:32])([F:31])[CH2:34][O:1][C:2]1[CH:3]=[CH:4][C:5]([O:8][C:9]2[CH:10]=[C:11]([CH:26]=[CH:27][CH:28]=2)[CH:12]=[C:13]2[CH2:18][CH2:17][N:16]([C:19]([O:21][C:22]([CH3:23])([CH3:24])[CH3:25])=[O:20])[CH2:15][CH2:14]2)=[N:6][CH:7]=1 |f:2.3.4|. Procedure details: To a stirred solution of tert-butyl 4-(3-(5-hydroxypyridin-2-yloxy)benzylidene)piperidine-1-carboxylate (0.8 g, 2.09 mmol) in DMF (5 mL) cooled to 0° C. was added trifluoromethyliodide (548.9 mg, 2.614 mmol) and Cs2CO3 (1.3 gm, 4.18 mmol). The reaction mixture was stirred at 80° C. overnight. The reaction mixture was diluted with water (10 mL) and extracted with ethyl acetate three times. The organic layer was washed with water and brine solution, dried over Na2SO4 and concentrated to dryness un... The reactants are CCO, CCN(C(C)C)C(C)C, CCCS(=O)(=O)Nc1ccc(F)c(C(=O)Nc2cnc3[nH]cc(C(=O)CCl)c3c2)c1F, FC1CCCNC1. Yields the product CCCS(=O)(=O)Nc1ccc(F)c(C(=O)Nc2cnc3[nH]cc(C(=O)CN4CCCC(F)C4)c3c2)c1F. RXN SMILES: [CH3:48][CH2:49][OH:50].[CH:1]([N:2]([CH2:3][CH3:4])[CH:5]([CH3:6])[CH3:7])([CH3:8])[CH3:9].[Cl:17][CH2:18][C:19](=[O:20])[c:21]1[cH:22][nH:23][c:24]2[n:25][cH:26][c:27]([NH:30][C:31]([c:32]3[c:33]([F:46])[c:34]([NH:39][S:40](=[O:41])(=[O:42])[CH2:43][CH2:44][CH3:45])[cH:35][cH:36][c:37]3[F:38])=[O:47])[cH:28][c:29]12.[F:10][CH:11]1[CH2:12][NH:13][CH2:14][CH2:15][CH2:16]1>>[F:10][CH:11]1[CH2:12][N:13]([CH2:18][C:19](=[O:20])[c:21]2[cH:22][nH:23][c:24]3[n:25][cH:26][c:27]([NH:30][C:31]([c:32]4[c:33]([F:46])[c:34]([NH:39][S:40](=[O:41])(=[O:42])[CH2:43][CH2:44][CH3:45])[cH:35][cH:36][c:37]4[F:38])=[O:47])[cH:28][c:29]23)[CH2:14][CH2:15][CH2:16]1. The reactants are Cc1cc(CN)no1, Cc1nc(N2CC(C)N(Cc3ccc(F)cc3)C2=O)sc1C(=O)O, Cc1nc(N2CC(C)N(Cc3ccc(F)cc3)C2=O)sc1C(=O)O, NCc1cccnc1. Product: Cc1cc(CNC(=O)c2sc(N3CC(C)N(Cc4ccc(F)cc4)C3=O)nc2C)no1. Reaction SMILES: [CH3:9][c:10]1[cH:11][c:12]([CH2:15][NH2:16])[n:13][o:14]1.[F:17][c:18]1[cH:19][cH:20][c:21]([CH2:22][N:23]2[C:24](=[O:38])[N:25]([c:29]3[s:30][c:31]([C:35](=[O:36])[OH:37])[c:32]([CH3:34])[n:33]3)[CH2:26][CH:27]2[CH3:28])[cH:39][cH:40]1.[F:41][c:42]1[cH:43][cH:44][c:45]([CH2:46][N:47]2[CH:48]([CH3:49])[CH2:50][N:51]([c:52]3[s:53][c:54]([C:55]([OH:56])=[O:57])[c:58]([CH3:59])[n:60]3)[C:61]2=[O:62])[cH:63][cH:64]1.[n:1]1[cH:2][cH:3][cH:4][c:5]([CH2:6][NH2:7])[cH:8]1>>[CH3:9][c:10]1[cH:11][c:12]([CH2:15][NH:16][C:35]([c:31]2[s:30][c:29]([N:25]3[C:24](=[O:38])[N:23]([CH2:22][c:21]4[cH:20][cH:19][c:18]([F:17])[cH:40][cH:39]4)[CH:27]([CH3:28])[CH2:26]3)[n:33][c:32]2[CH3:34])=[O:36])[n:13][o:14]1. Starting materials: C(CC(O)(C(=O)O)CC(=O)O)(=O)O (citric acid), N1(CCCCCC=NCCC1)C1CCCCCCCCCC1 (1,8-diazabicycloundec-7-ene), C[C@@H]1CCN(C[C@@H]1N(C)C2=C3C=CNC3=NC=N2)C(=O)CC#N.Cl (tofacitinib hydrochloride). Run in O (water), O (water). Product: C[C@@H]1CCN(C[C@@H]1N(C)C2=C3C=CNC3=NC=N2)C(=O)CC#N.C(C(=O)O)C(CC(=O)O)(C(=O)O)O (tofacitinib citrate). Yield: 89.2%. As a reaction SMILES: [CH3:1][C@H:2]1[C@@H:7]([N:8]([C:10]2[N:18]=[CH:17][N:16]=[C:15]3[C:11]=2[CH:12]=[CH:13][NH:14]3)[CH3:9])[CH2:6][N:5]([C:19]([CH2:21][C:22]#[N:23])=[O:20])[CH2:4][CH2:3]1.Cl.[C:25]([OH:37])(=[O:36])[CH2:26][C:27]([CH2:32][C:33]([OH:35])=[O:34])([C:29]([OH:31])=[O:30])[OH:28].N1(C2CCCCCCCCCC2)CCCN=CCCCCC1>O>[CH3:1][C@H:2]1[C@@H:7]([N:8]([C:10]2[N:18]=[CH:17][N:16]=[C:15]3[C:11]=2[CH:12]=[CH:13][NH:14]3)[CH3:9])[CH2:6][N:5]([C:19]([CH2:21][C:22]#[N:23])=[O:20])[CH2:4][CH2:3]1.[CH2:32]([C:27]([OH:28])([C:29]([OH:31])=[O:30])[CH2:26][C:25]([OH:37])=[O:36])[C:33]([OH:35])=[O:34] |f:0.1,5.6|. Reported procedure: Form APO-A tofacitinib hydrochloride (0.80 g, 2.29 mmol) was dissolved in water (0.80 mL). A solution of citric acid (0.53 g, 2.75 mmol) and 1,8-diazabicycloundec-7-ene (DBU) (0.38 g, 2.52 mmol) in water (8 mL) was charged under stirring at room temperature. Solids started to form 1-2 minutes following addition. The suspension was stirred at room temperature for 4 hours then filtered and washed with water (2×5 mL) and acetone (1×3 mL). The filtered solids were dried under vacuum (35 torr) at 40°...